From a dataset of the Open Reaction Database (ORD), a public repository of structured organic reaction records. describe an organic reaction: reactants, conditions, products, and yield Reactants: COC(=O)C=1C(=NOC1CC)C1=CC=CC=C1 (5-Ethyl-3-phenyl-isoxazole-4-carboxylic acid methyl ester), O[Li].O (LiOH.H2O). Solvent: C1CCOC1 (THF), O (H2O). Product: C(C)C1=C(C(=NO1)C1=CC=CC=C1)C(=O)O (5-Ethyl-3-phenyl-isoxazole-4-carboxylic acid). Isolated yield 85.6%. RXN SMILES: C[O:2][C:3]([C:5]1[C:6]([C:12]2[CH:17]=[CH:16][CH:15]=[CH:14][CH:13]=2)=[N:7][O:8][C:9]=1[CH2:10][CH3:11])=[O:4].O[Li].O>C1COCC1.O>[CH2:10]([C:9]1[O:8][N:7]=[C:6]([C:12]2[CH:17]=[CH:16][CH:15]=[CH:14][CH:13]=2)[C:5]=1[C:3]([OH:4])=[O:2])[CH3:11] |f:1.2|. Procedure details: 8.0 g (34 mmol) of 5-Ethyl-3-phenyl-isoxazole-4-carboxylic acid methyl ester (prepared according to: Synthesis 2003; 1347-1356) was dissolved in 50 mL of THF, to which 7.2 g (170 mmol) LiOH.H2O in 25 ml of H2O was added in one portion. The reaction mixture was refluxed for 12 h. After evaporation of THF, the aqueous solution was acidified with 2N HCl to pH=2. After extraction with ethyl acetate (3×100 mL), the combined organic extracts were dried over Na2SO4 and evaporated to dryness to give 5-E... Starting materials: CC(=O)O, CCOC(C)=O, CCOC(=O)COc1cc(F)ccc1[N+](=O)[O-], [Fe]. The product is O=C1COc2cc(F)ccc2N1. RXN SMILES: [CH3:18][C:19](=[O:20])[OH:21].[CH3:22][CH2:23][O:24][C:25](=[O:26])[CH3:27].[F:1][c:2]1[cH:3][cH:4][c:5]([N+:15]([O-:11])=[O:12])[c:6]([O:7][CH2:8][C:9](=[O:10])[O:13][CH2:16][CH3:17])[cH:14]1.[Fe:28]>>[F:1][c:2]1[cH:3][cH:4][c:5]2[c:6]([cH:14]1)[O:7][CH2:8][C:9](=[O:10])[NH:15]2. RXN SMILES: [CH2:44]([Cl:45])[CH2:46][Cl:47].[CH3:13][O:14][c:15]1[cH:16][cH:17][c:18]([CH2:19][n:20]2[n:21][c:22](-[c:26]3[n:27][c:28]4[c:29]([nH:30]3)[cH:31][cH:32][c:33]([CH2:35][N:36]3[CH2:37][CH2:38][O:39][CH2:40][CH2:41]3)[cH:34]4)[c:23]([NH2:25])[cH:24]2)[cH:42][cH:43]1.[F:1][c:2]1[c:3]([C:4](=[O:5])[OH:6])[c:7]([O:11][CH3:12])[cH:8][cH:9][cH:10]1.[O:58]=[CH:59][N:60]([CH3:61])[CH3:62].[OH:48][n:49]1[c:50]2[c:51]([cH:52][cH:53][cH:54][cH:55]2)[n:56][n:57]1>>[F:1][c:2]1[c:3]([C:4](=[O:6])[NH:25][c:23]2[c:22](-[c:26]3[n:27][c:28]4[c:29]([nH:30]3)[cH:31][cH:32][c:33]([CH2:35][N:36]3[CH2:37][CH2:38][O:39][CH2:40][CH2:41]3)[cH:34]4)[n:21][n:20]([CH2:19][c:18]3[cH:17][cH:16][c:15]([O:14][CH3:13])[cH:43][cH:42]3)[cH:24]2)[c:7]([O:11][CH3:12])[cH:8][cH:9][cH:10]1. Starting materials: ClCCCl, COc1ccc(Cn2cc(N)c(-c3nc4cc(CN5CCOCC5)ccc4[nH]3)n2)cc1, COc1cccc(F)c1C(=O)O, CN(C)C=O, On1nnc2ccccc21. Yields the product COc1ccc(Cn2cc(NC(=O)c3c(F)cccc3OC)c(-c3nc4cc(CN5CCOCC5)ccc4[nH]3)n2)cc1. Reactants: [C@@H]1([C@@H](CCCC1)N)N (trans-1,2-cyclohexanediamine), C([O-])([O-])=O.[K+].[K+] (potassium carbonate), FC=1C=C2C=C(N(C2=CC1)CC1=CC(=CC=C1)F)C(=O)N (5-fluoro-1-[(3-fluorophenyl)methyl]-1H-indole-2-carboxamide), BrC=1C=CC=2N(N1)C=C(N2)C(=O)OCC (ethyl 6-bromoimidazo[1,2-b]pyridazine-2-carboxylate). Reagents/catalysts: [Cu](I)I (copper iodide). Run in O1CCOCC1 (dioxane). Product: BrC=1C=CC=2N(N1)C=C(N2)C(=O)OCC (Ethyl 6-bromoimidazo[1,2-b]pyridazine-2-carboxylate), C(C)OC(=O)C=1N=C2N(N=C(C=C2)NC(=O)C=2N(C3=CC=C(C=C3C2)F)CC2=CC(=CC=C2)F)C1 (N-[2-(Ethyloxycarbonyl)imidazo[1,2-b]pyridazin-6-yl]-5-fluoro-1-[(3-fluoro-phenyl)methyl]-1H-indole-2-carboxamide). Yield: 5.5%. RXN SMILES: [F:1][C:2]1[CH:3]=[C:4]2[C:8](=[CH:9][CH:10]=1)[N:7]([CH2:11][C:12]1[CH:17]=[CH:16][CH:15]=[C:14]([F:18])[CH:13]=1)[C:6]([C:19]([NH2:21])=[O:20])=[CH:5]2.[Br:22][C:23]1[CH:24]=[CH:25][C:26]2[N:27]([CH:29]=[C:30]([C:32]([O:34][CH2:35][CH3:36])=[O:33])[N:31]=2)[N:28]=1.C(=O)([O-])[O-].[K+].[K+].[C@@H]1(N)CCCC[C@H]1N>O1CCOCC1.[Cu](I)I>[Br:22][C:23]1[CH:24]=[CH:25][C:26]2[N:27]([CH:29]=[C:30]([C:32]([O:34][CH2:35][CH3:36])=[O:33])[N:31]=2)[N:28]=1.[CH2:35]([O:34][C:32]([C:30]1[N:31]=[C:26]2[CH:25]=[CH:24][C:23]([NH:21][C:19]([C:6]3[N:7]([CH2:11][C:12]4[CH:17]=[CH:16][CH:15]=[C:14]([F:18])[CH:13]=4)[C:8]4[C:4]([CH:5]=3)=[CH:3][C:2]([F:1])=[CH:10][CH:9]=4)=[O:20])=[N:28][N:27]2[CH:29]=1)=[O:33])[CH3:36] |f:2.3.4|. Reported procedure: Compound 21 was prepared according to a process similar to that described in Example 20, by reacting 0.4 g (1.40 mmol) of 5-fluoro-1-[(3-fluorophenyl)methyl]-1H-indole-2-carboxamide, prepared according to the protocol described in step 1.2, with 0.41 g (1.54 mmol) of ethyl 6-bromoimidazo[1,2-b]pyridazine-2-carboxylate, prepared according to the protocol described in step 21.1, in the presence of 80 mg (0.42 mmol) of copper iodide, 0.38 g (2.79 mmol) of potassium carbonate and 53 mg (0.46 mmol) o... Reactants: [H-].[Na+] (sodium hydride), [H][H] (hydrogen), FC1=C(C(=O)C(C(=O)OCC)=CNC2CC2)C=C(C(=C1F)F)F (2-(2,3,4,5-tetra- fluorobenzoyl)-3-cyclopropylaminoacrylic acid, ethyl ester), [H-].[Na+] (sodium hydride), CCCCC (pentane). Run in O1CCCC1 (tetrahydrofuran), O1CCOCC1 (dioxane). The product is C1(CC1)N1C=C(C(C2=CC(=C(C(=C12)F)F)F)=O)C(=O)OCC (1-cyclopropyl-6,7,8-trifluoro-1,4-dihydro-4-oxo-3-quinolinecarboxylic acid, ethyl ester). Yield: 50.9%. Reaction SMILES: F[C:2]1[C:20]([F:21])=[C:19]([F:22])[C:18]([F:23])=[CH:17][C:3]=1[C:4]([C:6](=[CH:12][NH:13][CH:14]1[CH2:16][CH2:15]1)[C:7]([O:9][CH2:10][CH3:11])=[O:8])=[O:5].[H-].[Na+].CCCCC.[H][H]>O1CCOCC1.O1CCCC1>[CH:14]1([N:13]2[C:17]3[C:3](=[CH:2][C:20]([F:21])=[C:19]([F:22])[C:18]=3[F:23])[C:4](=[O:5])[C:6]([C:7]([O:9][CH2:10][CH3:11])=[O:8])=[CH:12]2)[CH2:16][CH2:15]1 |f:1.2|. Procedure details: To 2.0 g (6.0 mmol) of the 2-(2,3,4,5-tetra- fluorobenzoyl)-3-cyclopropylaminoacrylic acid, ethyl ester in 60 ml of dry dioxane was added 0.29 g of sodium hydride 50% dispersion) that was prewashed with pentane. The sodium hydride was delivered in 10 ml of dry tetrahydrofuran at 0° C. When evolution of hydrogen began to slow, the mixture was refluxed for two hours. It was concentrated, and the residue taken up in dichloromethane, which was water extracted, dried (MgSO4), and concentrated. The re...